From a dataset of the Open Reaction Database (ORD), a public repository of structured organic reaction records. describe an organic reaction: reactants, conditions, products, and yield Run in CO (methyl alcohol), CC(=O)C (acetone), O (water). Procedure details: A mixture of 0.279 g of 4-chloro-6,7,8-trimethoxy-3-quinolinecarbonitrile, 0.22 g of the methyl carbonate of 4-chloro-2-fluoro-5-hydroxy-aniline, and 15 ml of ethoxy-ethanol was stirred under nitrogen, at reflux temperature for 30 minutes. The mixture was cooled and added to 100 ml of water. To this mixture was added sodium carbonate to pH 9. The product was collected, washed with water, and dried. The solids thus obtained were dissolved in a mixture of 30 ml of methyl alcohol and 20 ml of aceto... As a reaction SMILES: Cl[C:2]1[C:11]2[C:6](=[C:7]([O:16][CH3:17])[C:8]([O:14][CH3:15])=[C:9]([O:12][CH3:13])[CH:10]=2)[N:5]=[CH:4][C:3]=1[C:18]#[N:19].C(=O)([O-])OC.[Cl:25][C:26]1[C:32]([OH:33])=[CH:31][C:29]([NH2:30])=[C:28]([F:34])[CH:27]=1.C(OC(O)C)C.C(=O)([O-])[O-].[Na+].[Na+].[OH-].[NH4+]>CO.CC(C)=O.O>[Cl:25][C:26]1[C:32]([OH:33])=[CH:31][C:29]([NH:30][C:2]2[C:11]3[C:6](=[C:7]([O:16][CH3:17])[C:8]([O:14][CH3:15])=[C:9]([O:12][CH3:13])[CH:10]=3)[N:5]=[CH:4][C:3]=2[C:18]#[N:19])=[C:28]([F:34])[CH:27]=1 |f:4.5.6,7.8|. The reactants are ClC1=C(C=NC2=C(C(=C(C=C12)OC)OC)OC)C#N (4-chloro-6,7,8-trimethoxy-3-quinolinecarbonitrile), C(OC)([O-])=O (methyl carbonate), ClC1=CC(=C(N)C=C1O)F (4-chloro-2-fluoro-5-hydroxy-aniline), C(C)OC(C)O (ethoxy-ethanol), C([O-])([O-])=O.[Na+].[Na+] (sodium carbonate), [OH-].[NH4+] (ammonium hydroxide). Product: ClC1=CC(=C(C=C1O)NC1=C(C=NC2=C(C(=C(C=C12)OC)OC)OC)C#N)F (4-(4-chloro-2-fluoro-5-hydroxy-phenylamino)-6,7,8-trimethoxy-quinoline-3-carbonitrile). Reaction conditions: temperature 50 celsius. Starting materials: C(C)OC(C(CC1=CC=C(C=C1)C#CCCCBr)OC)=O (3-[4-(5-Bromo-pent-1-ynyl)-phenyl]-2-methoxy-propionic acid ethyl ester), C=1C=CC(=CC1)CC=2C=CC(=CC2)O (4-hydroxydiphenylmethane), C([O-])([O-])=O.[Cs+].[Cs+] (Cesium Carbonate). Run in CN(C)C=O (DMF). Reaction conditions: time 8 hour. Yields the product C(C1=CC=CC=C1)C1=CC=C(OCCCC#CC2=CC=C(C=C2)C[C@@H](C(=O)O)OC)C=C1 ((2S)-3-{4-[5-(4-Benzyl-phenoxy)-pent-1-ynyl]-phenyl}-2-methoxy-propionic acid). RXN SMILES: C([O:3][C:4](=[O:21])[CH:5]([O:19][CH3:20])[CH2:6][C:7]1[CH:12]=[CH:11][C:10]([C:13]#[C:14][CH2:15][CH2:16][CH2:17]Br)=[CH:9][CH:8]=1)C.[CH:22]1[CH:23]=[CH:24][C:25]([CH2:28][C:29]2[CH:30]=[CH:31][C:32]([OH:35])=[CH:33][CH:34]=2)=[CH:26][CH:27]=1.C(=O)([O-])[O-].[Cs+].[Cs+]>CN(C=O)C>[CH2:28]([C:29]1[CH:30]=[CH:31][C:32]([O:35][CH2:17][CH2:16][CH2:15][C:14]#[C:13][C:10]2[CH:9]=[CH:8][C:7]([CH2:6][C@H:5]([O:19][CH3:20])[C:4]([OH:3])=[O:21])=[CH:12][CH:11]=2)=[CH:33][CH:34]=1)[C:25]1[CH:24]=[CH:23][CH:22]=[CH:27][CH:26]=1 |f:2.3.4|. Procedure: A solution of 3-[4-(5-Bromo-pent-1-ynyl)-phenyl]-2-methoxy-propionic acid ethyl ester from Step A (0.1 mmol, 1 eq) in 0.7 ml of DMF in a 16×100 mm tube treated with 4-hydroxydiphenylmethane (0.11 mmol, 1.1 eq) and Cesium Carbonate (0.3 mmol, 3 eq) and stirred at room temperature overnight. The reactants were filtered and washed with DMF several times. The solvent was evaporated under vacuo and the residue reconstituted in a mixture of Ethanol (2 ml) and NaOH (1M) (1 ml) and stirred at room tempe...